This data is from the Open Reaction Database (ORD), a public repository of structured organic reaction records. The task is: describe an organic reaction: reactants, conditions, products, and yield Procedure: The solid 4-phenyl-2-propionylaminothiophene-3-carboxylic amide was added to a mixture of ethanol (50 ml) and sodium methoxide (2.24 g) and the resultant mixture was heated under reflux with stirring for 18 hours. The cooled mixture was diluted with water (300 ml) and acidified with concentrated hydrochloric acid. The resulting solid was collected by filtration, washed with water followed by acetonitrile and dried in vacuo to give 2-ethyl-5-phenyl-3H-thieno[2,3-d]pyrimidin-4-one (2.38 g), which ... Solvent: O (water). As a reaction SMILES: [C:1]1([C:7]2[C:8]([C:17]([NH2:19])=[O:18])=[C:9]([NH:12][C:13](=O)[CH2:14][CH3:15])[S:10][CH:11]=2)[CH:6]=[CH:5][CH:4]=[CH:3][CH:2]=1.C(O)C.C[O-].[Na+].Cl>O>[CH2:14]([C:13]1[NH:19][C:17](=[O:18])[C:8]2[C:7]([C:1]3[CH:6]=[CH:5][CH:4]=[CH:3][CH:2]=3)=[CH:11][S:10][C:9]=2[N:12]=1)[CH3:15] |f:2.3|. Conditions: time 18 hour. The reactants are C1(=CC=CC=C1)C=1C(=C(SC1)NC(CC)=O)C(=O)N (4-phenyl-2-propionylaminothiophene-3-carboxylic amide), C(C)O (ethanol), C[O-].[Na+] (sodium methoxide), resultant mixture, Cl (hydrochloric acid). The product is C(C)C=1NC(C2=C(N1)SC=C2C2=CC=CC=C2)=O (2-ethyl-5-phenyl-3H-thieno[2,3-d]pyrimidin-4-one). Reactants: FC(C1=CC=C(C(=O)O)C=C1)(F)F (4-(trifluoromethyl)benzoic acid), O(C1=CC=CC=C1)C1=CC=C(C=N1)N (6-phenoxy-3-pyridinylamine). The product is NC=1C=CC(=NC1)OC1=C2CCC(C2=CC=C1)=O (4-[(5-amino-2-pyridinyl)oxy]-1-indanone). As a reaction SMILES: FC(F)(F)C1C=C[C:6]([C:7](O)=[O:8])=[CH:5]C=1.[O:14]([C:21]1[N:26]=[CH:25][C:24]([NH2:27])=[CH:23][CH:22]=1)[C:15]1[CH:20]=[CH:19][CH:18]=[CH:17][CH:16]=1>>[NH2:27][C:24]1[CH:23]=[CH:22][C:21]([O:14][C:15]2[CH:16]=[CH:17][CH:18]=[C:19]3[C:20]=2[CH2:5][CH2:6][C:7]3=[O:8])=[N:26][CH:25]=1. Reported procedure: According to the same manner as that described in Example 1 except for using an equimolar amount of 4-(trifluoromethyl)benzoic acid in place of 3,4-dichlorobenzoic acid and using an equimolar amount of 6-phenoxy-3-pyridinylamine obtained in Reference Example 32 in place of 4-[(5-amino-2-pyridinyl)oxy]-1-indanone, the reaction was carried out to obtain. the titled compound. Starting materials: ClC1=NC=CC(=N1)C=1C=C(C=O)C=CC1 (3-(2-Chloro-pyrimidin-4-yl)-benzaldehyde), C(C)(C)(C)OC(=O)N1CC(NCC1)(C)C (3,3-dimethyl-piperazine-1-carboxylic acid tert-butyl ester), 417. The product is C(C)(C)(C)OC(=O)N1CC(N(CC1)CC1=CC(=CC=C1)C1=NC(=NC=C1)Cl)(C)C (4-[3-(2-Chloro-pyrimidin-4-yl)-benzyl]-3,3-dimethyl-piperazine-1-carboxylic acid tert-butyl ester). RXN SMILES: [Cl:1][C:2]1[N:7]=[C:6]([C:8]2[CH:9]=[C:10]([CH:13]=[CH:14][CH:15]=2)[CH:11]=O)[CH:5]=[CH:4][N:3]=1.[C:16]([O:20][C:21]([N:23]1[CH2:28][CH2:27][NH:26][C:25]([CH3:30])([CH3:29])[CH2:24]1)=[O:22])([CH3:19])([CH3:18])[CH3:17]>>[C:16]([O:20][C:21]([N:23]1[CH2:28][CH2:27][N:26]([CH2:11][C:10]2[CH:13]=[CH:14][CH:15]=[C:8]([C:6]3[CH:5]=[CH:4][N:3]=[C:2]([Cl:1])[N:7]=3)[CH:9]=2)[C:25]([CH3:30])([CH3:29])[CH2:24]1)=[O:22])([CH3:19])([CH3:17])[CH3:18]. Procedure: Intermediate 1 was coupled with 3,3-dimethyl-piperazine-1-carboxylic acid tert-butyl ester following procedure B. LC-MS showed the product had the expected M+H+ of 417. Starting materials: C1CCOC1, COC(=O)CCC(C)=CCc1c(O)c2c(c(C)c1OC)COC2=O, C[Si](C)(C)CCO, CCOC(=O)N=NC(=O)OCC, c1ccc(P(c2ccccc2)c2ccccc2)cc1. Yields the product COC(=O)CCC(C)=CCc1c(OC)c(C)c2c(c1OCC[Si](C)(C)C)C(=O)OC2. RXN SMILES: [CH2:63]1[O:64][CH2:65][CH2:66][CH2:67]1.[CH3:1][O:2][C:3]([CH2:4][CH2:5][C:6](=[CH:7][CH2:8][c:9]1[c:10]([OH:22])[c:11]2[c:15]([c:16]([CH3:20])[c:17]1[O:18][CH3:19])[CH2:14][O:13][C:12]2=[O:21])[CH3:23])=[O:24].[CH3:56][Si:57]([CH2:58][CH2:59][OH:60])([CH3:61])[CH3:62].[O:44]=[C:45]([O:46][CH2:47][CH3:48])[N:49]=[N:50][C:51]([O:52][CH2:53][CH3:54])=[O:55].[c:25]1([P:26]([c:27]2[cH:28][cH:29][cH:30][cH:31][cH:32]2)[c:33]2[cH:34][cH:35][cH:36][cH:37][cH:38]2)[cH:39][cH:40][cH:41][cH:42][cH:43]1>>[CH3:1][O:2][C:3]([CH2:4][CH2:5][C:6](=[CH:7][CH2:8][c:9]1[c:10]([O:22][CH2:59][CH2:58][Si:57]([CH3:56])([CH3:61])[CH3:62])[c:11]2[c:15]([c:16]([CH3:20])[c:17]1[O:18][CH3:19])[CH2:14][O:13][C:12]2=[O:21])[CH3:23])=[O:24]. Starting materials: C1(=CC=CC=C1)CCC(C)NCC(CO)O (3-(1-Phenyl-3-butyl)amino-1,2-propanediol), C(C1=CC=CC=C1)=O (benzaldehyde), C(C1=CC=CC=C1)(=O)O (benzoic acid). The solvent is C1(=CC=CC=C1)C (toluene). Run at time 1 hour. Product: C1(=CC=CC=C1)C1OC(CN1C(CCC1=CC=CC=C1)C)CO (2-Phenyl-3-(1-phenyl-3-butyl)-5-(hydroxymethyl)oxazolidine). Yield: 100.0%. As a reaction SMILES: [C:1]1([CH2:7][CH2:8][CH:9]([NH:11][CH2:12][CH:13]([OH:16])[CH2:14][OH:15])[CH3:10])[CH:6]=[CH:5][CH:4]=[CH:3][CH:2]=1.[CH:17](=O)[C:18]1[CH:23]=[CH:22][CH:21]=[CH:20][CH:19]=1.C(O)(=O)C1C=CC=CC=1>C1(C)C=CC=CC=1>[C:18]1([CH:17]2[N:11]([CH:9]([CH3:10])[CH2:8][CH2:7][C:1]3[CH:6]=[CH:5][CH:4]=[CH:3][CH:2]=3)[CH2:12][CH:13]([CH2:14][OH:15])[O:16]2)[CH:23]=[CH:22][CH:21]=[CH:20][CH:19]=1. Procedure details: A solution of 94 (24 g, 0.108 mol), toluene, benzaldehyde (40 ml) and benzoic acid (0.5 g) was heated at reflux with a Dean-Stark trap. After 1 hour, the theoretical amount of H2O was collected, the reaction cooled to room temperature and saturated Na2CO3 added. The aqueous layer was separated and washed with CHCl3 (3×). The combined extracts were dried, filtered and concentrated to dryness to yield 34 g (100%) of 95. The reactants are C1(=CC=CC2=CC=CC=C12)C=C(C(=O)O)CC(NCCC1=CC=CC=C1)=O (2-(1-naphthylmethylene)-3-(phenethylcarbamoyl)propionic acid), C(C)(=O)O (acetic acid). The reagents and catalysts are [Pd] (palladium/charcoal). The product is C1(=CC=CC2=CC=CC=C12)CC(C(=O)O)CC(NC1=CC=C(C=C1)OCC)=O ((±)-2-(1-naphthylmethyl)-3-(phenetylcarbamoyl)propionic acid). Reaction SMILES: [C:1]1([CH:11]=[C:12]([CH2:16][C:17](=[O:27])[NH:18]CCC2C=CC=CC=2)[C:13]([OH:15])=[O:14])[C:10]2[C:5](=[CH:6][CH:7]=[CH:8][CH:9]=2)[CH:4]=[CH:3][CH:2]=1.[C:28]([OH:31])(=O)[CH3:29]>[Pd]>[C:1]1([CH2:11][CH:12]([CH2:16][C:17](=[O:27])[NH:18][C:1]2[CH:10]=[CH:5][C:4]([O:31][CH2:28][CH3:29])=[CH:3][CH:2]=2)[C:13]([OH:15])=[O:14])[C:10]2[C:5](=[CH:6][CH:7]=[CH:8][CH:9]=2)[CH:4]=[CH:3][CH:2]=1. Reported procedure: A solution of 500 mg of 2-(1-naphthylmethylene)-3-(phenethylcarbamoyl)propionic acid in 50 ml of acetic acid was hydrogenated over 250 mg of a 10% palladium/charcoal under a hydrogen atmosphere at room temperature. After filtration of the catalyst, the filtrate was concentrated under reduced pressure, and hexane was added to the residue. The precipitates were collected to obtain 500 mg of (±)-2-(1-naphthylmethyl)-3-(phenetylcarbamoyl)propionic acid as colorless crystals. Starting materials: ClC=1C=C(C=CC1)S(=O)(=O)N1CC(NCC1)C(=O)N1CCN(CC1)C1=C(C=CC(=C1)C)C ([4-(3-chloro-benzenesulfonyl)-piperazin-2-yl]-[4-(2,5-dimethyl-phenyl)-piperazin-1-yl]-methanone), C([O-])([O-])=O.[Cs+].[Cs+] (cesium carbonate), O (Water), BrCCC (1-bromopropane). Solvent: CC(=O)C (acetone). The product is ClC=1C=C(C=CC1)S(=O)(=O)N1CC(N(CC1)CCC)C(=O)N1CCN(CC1)C1=C(C=CC(=C1)C)C ([4-(3-chloro-benzenesulfonyl)-1-propyl-piperazin-2-yl]-[4-(2,5-dimethyl-phenyl)-piperazin-1-yl]-methanone). Reaction SMILES: [Cl:1][C:2]1[CH:3]=[C:4]([S:8]([N:11]2[CH2:16][CH2:15][NH:14][CH:13]([C:17]([N:19]3[CH2:24][CH2:23][N:22]([C:25]4[CH:30]=[C:29]([CH3:31])[CH:28]=[CH:27][C:26]=4[CH3:32])[CH2:21][CH2:20]3)=[O:18])[CH2:12]2)(=[O:10])=[O:9])[CH:5]=[CH:6][CH:7]=1.C(=O)([O-])[O-].[Cs+].[Cs+].Br[CH2:40][CH2:41][CH3:42].O>CC(C)=O>[Cl:1][C:2]1[CH:3]=[C:4]([S:8]([N:11]2[CH2:16][CH2:15][N:14]([CH2:40][CH2:41][CH3:42])[CH:13]([C:17]([N:19]3[CH2:24][CH2:23][N:22]([C:25]4[CH:30]=[C:29]([CH3:31])[CH:28]=[CH:27][C:26]=4[CH3:32])[CH2:21][CH2:20]3)=[O:18])[CH2:12]2)(=[O:9])=[O:10])[CH:5]=[CH:6][CH:7]=1 |f:1.2.3|. Procedure: To a solution of [4-(3-chloro-benzenesulfonyl)-piperazin-2-yl]-[4-(2,5-dimethyl-phenyl)-piperazin-1-yl]-methanone (100 mg) in acetone (4 mL) was added cesium carbonate (82 mg), followed by 1-bromopropane (21 μL). The reaction mixture was stirred at reflux overnight. Water was added and the reaction mixture was extracted with ethyl acetate (×2). The combined organic layers were washed with brine, dried (Na2SO4), filtered and evaporated. Purification by chromatography (SiO2, n-heptane/ethyl acetat...